From a dataset of the Open Reaction Database (ORD), a public repository of structured organic reaction records. describe an organic reaction: reactants, conditions, products, and yield Starting materials: N[C@H]1C[C@H]([C@@H](C1)NC(=O)C1=C(NC2=C1N=CN=C2C2=C(C=CC(=C2)C(F)F)OCC2CC2)C)F (N-[(1R*,2R*,4R*)-4-amino-2-fluorocyclopentyl]-4-[2-(cyclopropylmethoxy)-5-(difluoromethyl)phenyl]-6-methyl-5H-pyrrolo[3,2-d]pyrimidine-7-carboxamide), C(C)(=O)Cl (acetyl chloride). Product: C(C)(=O)N[C@H]1C[C@H]([C@@H](C1)NC(=O)C1=C(NC2=C1N=CN=C2C2=C(C=CC(=C2)C(F)F)OCC2CC2)C)F (N-[(1R*,2R*,4R*)-4-(Acetylamino)-2-fluorocyclopentyl]-4-[2-(cyclopropylmethoxy)-5-(difluoromethyl)phenyl]-6-methyl-5H-pyrrolo[3,2-d]pyrimidine-7-carboxamide). As a reaction SMILES: [NH2:1][C@@H:2]1[CH2:6][C@@H:5]([NH:7][C:8]([C:10]2[C:14]3[N:15]=[CH:16][N:17]=[C:18]([C:19]4[CH:24]=[C:23]([CH:25]([F:27])[F:26])[CH:22]=[CH:21][C:20]=4[O:28][CH2:29][CH:30]4[CH2:32][CH2:31]4)[C:13]=3[NH:12][C:11]=2[CH3:33])=[O:9])[C@H:4]([F:34])[CH2:3]1.[C:35](Cl)(=[O:37])[CH3:36]>>[C:35]([NH:1][C@@H:2]1[CH2:6][C@@H:5]([NH:7][C:8]([C:10]2[C:14]3[N:15]=[CH:16][N:17]=[C:18]([C:19]4[CH:24]=[C:23]([CH:25]([F:27])[F:26])[CH:22]=[CH:21][C:20]=4[O:28][CH2:29][CH:30]4[CH2:31][CH2:32]4)[C:13]=3[NH:12][C:11]=2[CH3:33])=[O:9])[C@H:4]([F:34])[CH2:3]1)(=[O:37])[CH3:36]. Reported procedure: Starting from N-[(1R*,2R*,4R*)-4-amino-2-fluorocyclopentyl]-4-[2-(cyclopropylmethoxy)-5-(difluoromethyl)phenyl]-6-methyl-5H-pyrrolo[3,2-d]pyrimidine-7-carboxamide (example D.f71) and commercially available acetyl chloride the title compound is obtained as colorless solid. Yields the product CS(=O)(=O)O, CCn1c(=O)c(-c2cc(NC(=O)Nc3ccccc3)c(F)cc2Cl)cc2cnc(NCCOC)cc21. Starting materials: CS(=O)(=O)O, CC#N, CCn1c(=O)c(-c2cc(NC(=O)Nc3ccccc3)c(F)cc2Cl)cc2cnc(NCCOC)cc21. As a reaction SMILES: [CH3:37][S:38]([OH:39])(=[O:40])=[O:41].[CH3:42][C:43]#[N:44].[Cl:1][c:2]1[cH:3][c:4]([F:36])[c:5]([NH:26][C:27](=[O:28])[NH:29][c:30]2[cH:31][cH:32][cH:33][cH:34][cH:35]2)[cH:6][c:7]1-[c:8]1[c:9](=[O:25])[n:10]([CH2:23][CH3:24])[c:11]2[cH:12][c:13]([NH:18][CH2:19][CH2:20][O:21][CH3:22])[n:14][cH:15][c:16]2[cH:17]1>>[CH3:37][S:38](=[O:39])(=[O:40])[OH:41].[Cl:1][c:2]1[cH:3][c:4]([F:36])[c:5]([NH:26][C:27](=[O:28])[NH:29][c:30]2[cH:31][cH:32][cH:33][cH:34][cH:35]2)[cH:6][c:7]1-[c:8]1[c:9](=[O:25])[n:10]([CH2:23][CH3:24])[c:11]2[cH:12][c:13]([NH:18][CH2:19][CH2:20][O:21][CH3:22])[n:14][cH:15][c:16]2[cH:17]1.